Dataset: the Open Reaction Database (ORD), a public repository of structured organic reaction records. Task: describe an organic reaction: reactants, conditions, products, and yield The reactants are CP(=O)(C)C1=CC=C(C(=N1)OC)N (6-(Dimethylphosphoryl)-2-methoxypyridin-3-ylamine), ClC1=NC=C(C(=N1)Cl)C(F)(F)F (2,4-Dichloro-5-(trifluoromethyl)pyrimidine). Run in CN(C(C)=O)C (N,N-Dimethylacetamide), C(C)(C)N(CC)C(C)C (Diisopropylethylamine). Conditions: time 15 minute. Yields the product ClC1=NC(=NC=C1C(F)(F)F)C=1C(=NC(=CC1)P(=O)(C)C)OC (4-chloro-2-[6-(dimethylphosphoryl)-2-methoxypyridin-3-yl]-5-(trifluoromethyl)pyrimidine). Reaction SMILES: [CH3:1][P:2]([C:5]1[N:10]=[C:9]([O:11][CH3:12])[C:8](N)=[CH:7][CH:6]=1)([CH3:4])=[O:3].Cl[C:15]1[N:20]=[C:19]([Cl:21])[C:18]([C:22]([F:25])([F:24])[F:23])=[CH:17][N:16]=1>CN(C)C(=O)C.C(N(C(C)C)CC)(C)C>[Cl:21][C:19]1[C:18]([C:22]([F:24])([F:23])[F:25])=[CH:17][N:16]=[C:15]([C:8]2[C:9]([O:11][CH3:12])=[N:10][C:5]([P:2]([CH3:4])([CH3:1])=[O:3])=[CH:6][CH:7]=2)[N:20]=1. Procedure: A suspension of 6-(dimethylphosphoryl)-2-methoxypyridin-3-ylamine (prepared in Example 32: 2.2 mmol) in 15 mL of N,N-Dimethylacetamide and 3.6 mL of Diisopropylethylamine, is allowed to stirred at room temperature for 15 minutes until a clear solution is obtained. 2,4-Dichloro-5-(trifluoromethyl)pyrimidine (5.7 g, 2.6 mmol) is added in four portions over 5 minutes. The reaction mixture is stirred at 60 degrees for 1 hour. The reaction mixture is cooled to room temperature and filtered to obtain ... Reactants: FC1=C(C=CC(=C1)F)[C@@](CN1N=CN=C1)([C@@H](C)S)O ((2R,3R)-2-(2,4-difluorophenyl)-3-mercapto-1-(1H-1,2,4-triazol-1-yl)-2-butanol), CSCCl (methylthiomethyl chloride), [H-].[Na+] (sodium hydride), [H][H] (hydrogen). The solvent is CCCCCC (hexane), CN(C=O)C (dimethylformamide). Product: FC1=C(C=CC(=C1)F)[C@@](CN1N=CN=C1)([C@@H](C)SCSC)O ((2R,3R)-2-(2,4-Difluorophenyl)-3-(methylthiomethylthio)-1-(1H-1,2,4-triazol-1-yl)-2-butanol). Yield: 86.8%. RXN SMILES: [H-].[Na+].[F:3][C:4]1[CH:9]=[C:8]([F:10])[CH:7]=[CH:6][C:5]=1[C@:11]([OH:21])([C@H:18]([SH:20])[CH3:19])[CH2:12][N:13]1[CH:17]=[N:16][CH:15]=[N:14]1.[H][H].[CH3:24][S:25][CH2:26]Cl>CCCCCC.CN(C)C=O>[F:3][C:4]1[CH:9]=[C:8]([F:10])[CH:7]=[CH:6][C:5]=1[C@:11]([OH:21])([C@H:18]([S:20][CH2:24][S:25][CH3:26])[CH3:19])[CH2:12][N:13]1[CH:17]=[N:16][CH:15]=[N:14]1 |f:0.1|. Reported procedure: 31 mg (0.70 mmole) of sodium hydride (as a 55% w/w dispersion in mineral oil) were washed with anhydrous hexane and then suspended in 2 ml of dimethylformamide. 100 mg (0.35 mmole) of (2R,3R)-2-(2,4-difluorophenyl)-3-mercapto-1-(1H-1,2,4-triazol-1-yl)-2-butanol were then added at 0° C., with stirring, to the resulting suspension. After evolution of hydrogen gas had ceased, 67 mg (0.70 mmole) of methylthiomethyl chloride were added to the mixture. The resulting mixture was then stirred at the sam...